Dataset: the Open Reaction Database (ORD), a public repository of structured organic reaction records. Task: describe an organic reaction: reactants, conditions, products, and yield Starting materials: FC1=C(N)C(=C(C(=C1C)F)F)CSC (2,4,5-trifluoro-3-methyl-6-methylthiomethylaniline). Reagents/catalysts: [Ni] (Raney nickel). The solvent is C(C)O (ethanol). Conditions: time 30 minute. Yields the product FC1=C(N)C(=C(C(=C1C)F)F)C (2,4,5-trifluoro-3,6-dimethylaniline). Yield: 69.7%. Reaction SMILES: [F:1][C:2]1[C:8]([CH3:9])=[C:7]([F:10])[C:6]([F:11])=[C:5]([CH2:12]SC)[C:3]=1[NH2:4]>[Ni].C(O)C>[F:1][C:2]1[C:8]([CH3:9])=[C:7]([F:10])[C:6]([F:11])=[C:5]([CH3:12])[C:3]=1[NH2:4]. Procedure details: To 2,4,5-trifluoro-3-methyl-6-methylthiomethylaniline (10.67 g) are added ethanol (300 ml) and Raney nickel (100 g, wet) and the mixture is stirred at room temperature for 30 minutes. After Raney nickel is filtered off, the filtrate is concentrated, diluted with water, extracted with dichloromethane, and the extract is washed with water and dried. The solvent is distilled off under reduced pressure and the residue is purified by silica-gel column-chromatography (dichloromethane: n-hexane =1:1) t... Starting materials: OCc1ccccc1SC(c1ccccc1)(c1ccccc1)c1ccccc1, C1CCOC1, NC(=O)c1ccccc1C(N)=O, CCOC(=O)N=NC(=O)OCC. The product is O=C1c2ccccc2C(=O)N1Cc1ccccc1SC(c1ccccc1)(c1ccccc1)c1ccccc1. RXN SMILES: [C:1]([c:2]1[cH:3][cH:4][cH:5][cH:6][cH:7]1)([c:8]1[cH:9][cH:10][cH:11][cH:12][cH:13]1)([c:14]1[cH:15][cH:16][cH:17][cH:18][cH:19]1)[S:20][c:21]1[c:22]([CH2:27][OH:28])[cH:23][cH:24][cH:25][cH:26]1.[CH2:53]1[O:54][CH2:55][CH2:56][CH2:57]1.[NH2:29][C:30](=[O:31])[c:32]1[cH:33][cH:34][cH:35][cH:36][c:37]1[C:38]([NH2:39])=[O:40].[O:41]=[C:42]([O:43][CH2:44][CH3:45])[N:46]=[N:47][C:48]([O:49][CH2:50][CH3:51])=[O:52]>>[C:1]([c:2]1[cH:3][cH:4][cH:5][cH:6][cH:7]1)([c:8]1[cH:9][cH:10][cH:11][cH:12][cH:13]1)([c:14]1[cH:15][cH:16][cH:17][cH:18][cH:19]1)[S:20][c:21]1[c:22]([CH2:27][N:39]2[C:30](=[O:31])[c:32]3[cH:33][cH:34][cH:35][cH:36][c:37]3[C:38]2=[O:40])[cH:23][cH:24][cH:25][cH:26]1. Reactants: C1(=CC=C(C=C1)S(=O)(=O)N1C2=C(C(CCC1)=O)C=CC=C2)C ((+/−)1-(Toluene-4-sulfonyl)-1,2,3,4-tetrahydro-benzo[b]azepin-5-one), FC(C=1C=C(CN)C=C(C1)C(F)(F)F)(F)F (3,5-Bis(trifluoromethyl)benzylamine), [OH-].[Na+] (NaOH), [BH4-].[Na+] (sodium borohydride). The reagents and catalysts are CC([O-])C.[Ti+4].CC([O-])C.CC([O-])C.CC([O-])C (titanium(IV) isopropoxide). The solvent is COCCOCCOC (diglyme), CO (methanol). Conditions: time 22 hour. Yields the product FC(C=1C=C(CNC2C3=C(N(CCC2)S(=O)(=O)C2=CC=C(C=C2)C)C=CC=C3)C=C(C1)C(F)(F)F)(F)F ((+/−) (3,5-Bis-trifluoromethyl-benzyl)-[1-(toluene-4-sulfonyl)-2,3,4,5-tetrahydro-1H-benzo[b]azepin-5-yl]-amine). Reaction SMILES: [C:1]1([CH3:22])[CH:6]=[CH:5][C:4]([S:7]([N:10]2[CH2:16][CH2:15][CH2:14][C:13](=O)[C:12]3[CH:18]=[CH:19][CH:20]=[CH:21][C:11]2=3)(=[O:9])=[O:8])=[CH:3][CH:2]=1.[F:23][C:24]([F:38])([F:37])[C:25]1[CH:26]=[C:27]([CH:30]=[C:31]([C:33]([F:36])([F:35])[F:34])[CH:32]=1)[CH2:28][NH2:29].[BH4-].[Na+].[OH-].[Na+]>COCCOCCOC.CO.CC(C)[O-].[Ti+4].CC(C)[O-].CC(C)[O-].CC(C)[O-]>[F:23][C:24]([F:37])([F:38])[C:25]1[CH:26]=[C:27]([CH:30]=[C:31]([C:33]([F:36])([F:34])[F:35])[CH:32]=1)[CH2:28][NH:29][CH:13]1[CH2:14][CH2:15][CH2:16][N:10]([S:7]([C:4]2[CH:5]=[CH:6][C:1]([CH3:22])=[CH:2][CH:3]=2)(=[O:9])=[O:8])[C:11]2[CH:21]=[CH:20][CH:19]=[CH:18][C:12]1=2 |f:2.3,4.5,8.9.10.11.12|. Procedure details: A mixture of (+/−)1-(Toluene-4-sulfonyl)-1,2,3,4-tetrahydro-benzo[b]azepin-5-one (500 mg, 1.58 mmol), 3,5-Bis(trifluoromethyl)benzylamine (423 mg, 1.74 mmol) and titanium(IV) isopropoxide (0.59 ml, 1.97 mmol) in diglyme (2 ml) is stirred at room temperature for 22 hours. The mixture is diluted with methanol (7 ml) and treated with sodium borohydride (90 mg, 2.37 mmol), then stirred at room temperature for 6 hours. The mixture is treated with 0.1N aqueous NaOH (15 ml) and stirred for 10 minutes, ... The reactants are COC(=O)c1cc(C#N)cc(C(F)(F)F)c1, [I-], [Li+], c1ccncc1. Yields the product N#Cc1cc(C(=O)O)cc(C(F)(F)F)c1. Reaction SMILES: [C:1](#[N:2])[c:3]1[cH:4][c:5]([C:6](=[O:7])[O:8][CH3:9])[cH:10][c:11]([C:13]([F:14])([F:15])[F:16])[cH:12]1.[I-:17].[Li+:18].[cH:19]1[cH:20][cH:21][n:22][cH:23][cH:24]1>>[C:1](#[N:2])[c:3]1[cH:4][c:5]([C:6](=[O:7])[OH:8])[cH:10][c:11]([C:13]([F:14])([F:15])[F:16])[cH:12]1. Starting materials: C1CCOC1, Cc1cc(N)cc(C)n1, O=C=NCCCl. The product is Cc1cc(NC(=O)NCCCl)cc(C)n1. As a reaction SMILES: [CH2:16]1[O:17][CH2:18][CH2:19][CH2:20]1.[CH3:1][c:2]1[n:3][c:4]([CH3:9])[cH:5][c:6]([NH2:8])[cH:7]1.[Cl:10][CH2:11][CH2:12][N:13]=[C:14]=[O:15]>>[CH3:1][c:2]1[n:3][c:4]([CH3:9])[cH:5][c:6]([NH:8][C:14]([NH:13][CH2:12][CH2:11][Cl:10])=[O:15])[cH:7]1.